Dataset: the Open Reaction Database (ORD), a public repository of structured organic reaction records. Task: describe an organic reaction: reactants, conditions, products, and yield Starting materials: C(#N)C1CCN(CC1)C(=O)N1CC(CC(C1)C1=CC=C(C=C1)OC(F)(F)F)C(=O)O (1-[(4-Cyanopiperidin-1-yl)carbonyl]-5-[4-(trifluoromethoxy)phenyl]piperidine-3-carboxylic acid), ON=C(CC)N (N′-hydroxypropanimidamide). Product: C(C)C1=NOC(=N1)C1CN(CC(C1)C1=CC=C(C=C1)OC(F)(F)F)C(=O)N1CCC(CC1)C#N (1-({3-(3-Ethyl-1,2,4-oxadiazol-5-yl)-5-[4-(trifluoromethoxy)phenyl]piperidin-1-yl}carbonyl)-piperidine-4-carbonitrile). As a reaction SMILES: [C:1]([CH:3]1[CH2:8][CH2:7][N:6]([C:9]([N:11]2[CH2:16][CH:15]([C:17]3[CH:22]=[CH:21][C:20]([O:23][C:24]([F:27])([F:26])[F:25])=[CH:19][CH:18]=3)[CH2:14][CH:13]([C:28]([OH:30])=O)[CH2:12]2)=[O:10])[CH2:5][CH2:4]1)#[N:2].O[N:32]=[C:33]([NH2:36])[CH2:34][CH3:35]>>[CH2:34]([C:33]1[N:36]=[C:28]([CH:13]2[CH2:14][CH:15]([C:17]3[CH:22]=[CH:21][C:20]([O:23][C:24]([F:27])([F:25])[F:26])=[CH:19][CH:18]=3)[CH2:16][N:11]([C:9]([N:6]3[CH2:5][CH2:4][CH:3]([C:1]#[N:2])[CH2:8][CH2:7]3)=[O:10])[CH2:12]2)[O:30][N:32]=1)[CH3:35]. Reported procedure: 100 mg (about 0.153 mmol) of the compound from Example 108A and 27 mg (0.306 mmol) of N′-hydroxypropanimidamide were reacted according to the General Method 2. Yield: 7 mg (10% of theory) The reactants are C=CCN, CC(C)Nc1nc(Cl)nc2ccc([N+](=O)[O-])cc12, O. The product is Cl, C=CCNc1nc(NC(C)C)c2cc([N+](=O)[O-])ccc2n1. As a reaction SMILES: [CH2:19]([CH:20]=[CH2:21])[NH2:22].[Cl:1][c:2]1[n:3][c:4]2[cH:5][cH:6][c:7]([N+:16](=[O:17])[O-:18])[cH:8][c:9]2[c:10]([NH:12][CH:13]([CH3:14])[CH3:15])[n:11]1.[OH2:23]>>[ClH:1].[c:2]1([NH:22][CH2:19][CH:20]=[CH2:21])[n:3][c:4]2[cH:5][cH:6][c:7]([N+:16](=[O:17])[O-:18])[cH:8][c:9]2[c:10]([NH:12][CH:13]([CH3:14])[CH3:15])[n:11]1. The reactants are C1COCCOCCOCCOCCO1 (15-crown-5), [OH-].[Na+] (sodium hydroxide), C(C)C(/C(=C(/C(=O)[O-])\CC)/C)(P(=O)(O)O)CC (triethyl-3-methyl-4-phosphonocrotonate), CC(C)=CCC\C(\C)=C\C=O (geranial). The solvent is C1(=CC=CC=C1)C (toluene), C1(=CC=CC=C1)C (toluene). Run at temperature 0 celsius. Product: C\C(=C/C(=O)OCC)\C=C\C=C(\CCC=C(C)C)/C (ethyl(2E,4E,6E)-3,7,11-trimethyl-2,4,6,10-dodecatetraenoate). The yield is 876.6%. As a reaction SMILES: [CH2:1]1OCCOCCOCCOCCO[CH2:2]1.[OH-].[Na+].C([C:20]([CH2:33][CH3:34])(P(O)(O)=O)/[C:21](/[CH3:28])=[C:22](\CC)/[C:23]([O-:25])=[O:24])C.[CH3:35][C:36](=[CH:38][CH2:39][CH2:40]/[C:41](=C/C=O)/[CH3:42])[CH3:37]>C1(C)C=CC=CC=1>[CH3:28]/[C:21](/[CH:20]=[CH:33]/[CH:34]=[C:41](\[CH3:42])/[CH2:40][CH2:39][CH:38]=[C:36]([CH3:37])[CH3:35])=[CH:22]\[C:23]([O:25][CH2:1][CH3:2])=[O:24] |f:1.2|. Procedure: 15-crown-5 (0.9 g, 0.1 equivalents, 4.0 mmol) was dissolved in 50 ml of toluene at room temperature, and added with 32 ml of 50% aqueous sodium hydroxide solution. To the solution, triethyl-3-methyl-4-phosphonocrotonate (11.1 g, 1.05 equivalents, 42 mmol) and then 7 ml toluene solution of geranial (6.1 g, 40 mmol) were added under stirring at 0° C. The mixture was stirred at room temperature for 1.5 hours. The organic and aqueous layers were separated, and the organic layer was washed with satur... The reactants are CCC(C)C(N)C(=O)OC, CO, ClC(Cl)Cl, Cl, CC(NC(=O)Cc1cccc([N+](=O)[O-])c1)C(=O)O. The product is CCC(C)C(NC(=O)C(C)NC(=O)Cc1cccc([N+](=O)[O-])c1)C(=O)OC. RXN SMILES: [CH3:20][O:21][C:22]([CH:23]([NH2:24])[CH:25]([CH3:26])[CH2:27][CH3:28])=[O:29].[CH3:34][OH:35].[Cl:30][CH:31]([Cl:32])[Cl:33].[ClH:19].[N+:1](=[O:2])([O-:3])[c:4]1[cH:5][c:6]([CH2:10][C:11](=[O:12])[NH:13][CH:14]([CH3:15])[C:16](=[O:17])[OH:18])[cH:7][cH:8][cH:9]1>>[N+:1](=[O:2])([O-:3])[c:4]1[cH:5][c:6]([CH2:10][C:11](=[O:12])[NH:13][CH:14]([CH3:15])[C:16](=[O:18])[NH:24][CH:23]([C:22]([O:21][CH3:20])=[O:29])[CH:25]([CH3:26])[CH2:27][CH3:28])[cH:7][cH:8][cH:9]1.